This data is from the Open Reaction Database (ORD), a public repository of structured organic reaction records. The task is: describe an organic reaction: reactants, conditions, products, and yield The reactants are CC1OC(C)(C)OC1C(=O)NCc1ccccc1, CC#N, Cl, [Na+], [OH-]. The product is CC(O)C(O)C(=O)NCc1ccccc1. Reaction SMILES: [CH2:1]([c:2]1[cH:3][cH:4][cH:5][cH:6][cH:7]1)[NH:8][C:9](=[O:10])[CH:11]1[O:12][C:13]([CH3:17])([CH3:18])[O:14][CH:15]1[CH3:16].[CH3:22][C:23]#[N:24].[ClH:19].[Na+:21].[OH-:20]>>[CH2:1]([c:2]1[cH:3][cH:4][cH:5][cH:6][cH:7]1)[NH:8][C:9](=[O:10])[CH:11]([OH:12])[CH:15]([OH:14])[CH3:16].